From a dataset of the Open Reaction Database (ORD), a public repository of structured organic reaction records. describe an organic reaction: reactants, conditions, products, and yield Reactants: CI (methyl iodide), BrC1=CC=C(CO)C=C1 (4-Bromobenzyl alcohol), [H-].[Na+] (sodium hydride), [H][H] (hydrogen). Run in CN(C=O)C (N,N-dimethylformamide), O (water). Conditions: time 10 minute. Product: COCC1=CC=C(C=C1)Br (4-bromobenzyl methyl ether). The yield is 79.6%. As a reaction SMILES: [Br:1][C:2]1[CH:9]=[CH:8][C:5]([CH2:6][OH:7])=[CH:4][CH:3]=1.[H-].[Na+].[H][H].[CH3:14]I>CN(C)C=O.O>[CH3:14][O:7][CH2:6][C:5]1[CH:8]=[CH:9][C:2]([Br:1])=[CH:3][CH:4]=1 |f:1.2|. Reported procedure: 4-Bromobenzyl alcohol (1.87 g) was added over 10 minutes to a stirred suspension of sodium hydride (0.24 g--used directly in the form of 0.48 g of a 50% dispersion in oil) in dry N,N-dimethylformamide (10 cm3) under an atmosphere of nitrogen. Afer evolution of hydrogen had ceased (20 minutes), methyl iodide (1.42 g) was added and the reaction mixture was stirred for a further 10 minutes. The mixture was poured into water and the organic layer separated. The aqueous layer was extracted with dieth... Reported procedure: In a mixture of 34 ml of methanol and 2.07 ml of acetic acid was dissolved 3 g of 3,4-dihydro-2,2-dimethyl-6-nitro-2H-1,4-benzoxazine. Then, a solution of 2.0 g of sodium nitrite in 6.6 ml of water was added dropwise and the mixture was stirred at room temperature overnight. The reaction mixture was neutralized with aqueous sodium hydroxide solution, concentrated under reduced pressure and extracted with chloroform. The organic layer was washed with saturated aqueous sodium chloride solution, dr... Run at time 8 hour. The solvent is O (water), CO (methanol), C(C)(=O)O (acetic acid). Starting materials: N(=O)[O-].[Na+] (sodium nitrite), CC1(OC2=C(NC1)C=C(C=C2)[N+](=O)[O-])C (3,4-dihydro-2,2-dimethyl-6-nitro-2H-1,4-benzoxazine), [OH-].[Na+] (sodium hydroxide). Product: CC1(OC2=C(N(C1)N=O)C=C(C=C2)[N+](=O)[O-])C (3,4-dihydro-2,2-dimethyl-6-nitro-4-nitroso-2H-1,4-benzoxazine). As a reaction SMILES: [CH3:1][C:2]1([CH3:15])[CH2:7][NH:6][C:5]2[CH:8]=[C:9]([N+:12]([O-:14])=[O:13])[CH:10]=[CH:11][C:4]=2[O:3]1.[N:16]([O-])=[O:17].[Na+].[OH-].[Na+]>CO.C(O)(=O)C.O>[CH3:1][C:2]1([CH3:15])[CH2:7][N:6]([N:16]=[O:17])[C:5]2[CH:8]=[C:9]([N+:12]([O-:14])=[O:13])[CH:10]=[CH:11][C:4]=2[O:3]1 |f:1.2,3.4|. Isolated yield 93.6%. Starting materials: C(C)(=O)OC=1C(=NC(=CC1)OC)OCC(=O)OC (3-acetoxy-6-methoxy-2-(methoxycarbonyl)methoxypyridine), C([O-])([O-])=O.[K+].[K+] (potassium carbonate), CO (methanol). Run in O (water). Reaction conditions: time 3 hour. The product is OC=1C(=NC(=CC1)OC)OCC(=O)OC (3-hydroxy-6-methoxy-2-(methoxycarbonyl)methoxypyridine). RXN SMILES: C([O:4][C:5]1[C:6]([O:13][CH2:14][C:15]([O:17][CH3:18])=[O:16])=[N:7][C:8]([O:11][CH3:12])=[CH:9][CH:10]=1)(=O)C.C(=O)([O-])[O-].[K+].[K+].CO>O>[OH:4][C:5]1[C:6]([O:13][CH2:14][C:15]([O:17][CH3:18])=[O:16])=[N:7][C:8]([O:11][CH3:12])=[CH:9][CH:10]=1 |f:1.2.3|. Procedure: A mixture of 3-acetoxy-6-methoxy-2-(methoxycarbonyl)methoxypyridine, potassium carbonate and methanol is stirred for 3 hours at room temperature. The reaction solution is poured into water, and extracted with ethyl acetate. The organic layer is dried over anhydrous magnesium sulfate, and concentrated. The residue is subjected to silica gel column chromatography to obtain 3-hydroxy-6-methoxy-2-(methoxycarbonyl)methoxypyridine. The reactants are C[Si](C=1SC=CN1)(C)C (2-trimethylsilanylthiazole), C(CC)C(CCC)C1=CC(=NC=2N1N=C(C2I)C)C (7-(1-propyl-butyl)-3-iodo-2,5-dimethyl-pyrazolo[1,5-a]pyrimidine), C(CCC)[Li] (n-butyl lithium). Reagents/catalysts: C1=CC=C(C=C1)P([C-]2C=CC=C2)C3=CC=CC=C3.C1=CC=C(C=C1)P([C-]2C=CC=C2)C3=CC=CC=C3.Cl[Pd]Cl.[Fe+2] (dichloro[1,1′-bis(diphenylphosphino)ferrocene]palladium), [Cl-].[Zn+2].[Cl-] (zinc chloride). Solvent: C1CCOC1 (THF). Conditions: temperature -78 celsius, time 30 minute. Yields the product CC1=NN2C(N=C(C=C2C(CCC)CCC)C)=C1C1=CN=CS1 (2,5-Dimethyl-7-(1-propyl-butyl)-3-thiazol-5-yl-pyrazolo[1,5-a]pyrimidine). Isolated yield 42.3%. As a reaction SMILES: C[Si](C)(C)[C:3]1[S:4][CH:5]=[CH:6][N:7]=1.C([Li])CCC.[CH2:15]([CH:18]([C:22]1[N:27]2[N:28]=[C:29]([CH3:32])[C:30](I)=[C:26]2[N:25]=[C:24]([CH3:33])[CH:23]=1)[CH2:19][CH2:20][CH3:21])[CH2:16][CH3:17]>C1COCC1.[Cl-].[Zn+2].[Cl-].C1C=CC(P(C2C=CC=CC=2)[C-]2C=CC=C2)=CC=1.C1C=CC(P(C2C=CC=CC=2)[C-]2C=CC=C2)=CC=1.Cl[Pd]Cl.[Fe+2]>[CH3:32][C:29]1[C:30]([C:5]2[S:4][CH:3]=[N:7][CH:6]=2)=[C:26]2[N:25]=[C:24]([CH3:33])[CH:23]=[C:22]([CH:18]([CH2:19][CH2:20][CH3:21])[CH2:15][CH2:16][CH3:17])[N:27]2[N:28]=1 |f:4.5.6,7.8.9.10|. Procedure details: Charge an oven dried flask with 2-trimethylsilanylthiazole (1.765 g, 11.24 mmol) dissolved in anhydrous THF (30 mL) and chill under an inert atmosphere to −78° C. Slowly add n-butyl lithium (2.5 M hexane solution, 4.5 mL, 11.24 mmol) and stir 30 min at −78° C. Add anhydrous zinc chloride (2.26 g, 16.58 mmol) in one aliquot and stir 30 min at −78° C. Allow the reaction to rise to room temperature, stir 30 min, and add 7-(1-propyl-butyl)-3-iodo-2,5-dimethyl-pyrazolo[1,5-a]pyrimidine (1.624 g, 5.18... Yields the product FC(F)(F)c1cc(COCC23CC2CNC3c2ccccc2)cc(C(F)(F)F)c1. Reaction SMILES: [C:1]([O:2][C:3](=[O:4])[N:8]1[CH:9]([c:31]2[cH:32][cH:33][cH:34][cH:35][cH:36]2)[C:10]2([CH2:14][O:15][CH2:16][c:17]3[cH:18][c:19]([C:27]([F:28])([F:29])[F:30])[cH:20][c:21]([C:23]([F:24])([F:25])[F:26])[cH:22]3)[CH2:11][CH:12]2[CH2:13]1)([CH3:5])([CH3:6])[CH3:7].[C:46](=[O:47])([OH:48])[O-:49].[CH2:51]([Cl:52])[Cl:53].[Na+:45].[Na+:50].[OH-:44].[OH:37][C:38]([C:39]([F:40])([F:41])[F:42])=[O:43]>>[NH:8]1[CH:9]([c:31]2[cH:32][cH:33][cH:34][cH:35][cH:36]2)[C:10]2([CH2:14][O:15][CH2:16][c:17]3[cH:18][c:19]([C:27]([F:28])([F:29])[F:30])[cH:20][c:21]([C:23]([F:24])([F:25])[F:26])[cH:22]3)[CH2:11][CH:12]2[CH2:13]1. The reactants are CC(C)(C)OC(=O)N1CC2CC2(COCc2cc(C(F)(F)F)cc(C(F)(F)F)c2)C1c1ccccc1, O=C([O-])O, ClCCl, [Na+], [Na+], [OH-], O=C(O)C(F)(F)F. The reactants are C1(=CC=CC=2CCCCC12)O (5,6,7,8-tetrahydro-naphthalen-1-ol), CS2CO3, BrC1=CC=2N(C(=C1)N)N=C(N2)C=2OC=CC2 (7-bromo-2-furan-2-yl-[1,2,4]triazolo[1,5-a]pyridin-5-ylamine). The solvent is CN1C(CCC1)=O (N-methyl-pyrrolidon). The product is O1C(=CC=C1)C1=NN2C(C=C(C=C2N)OC2=CC=CC=3CCCCC23)=N1 (2-Furan-2-yl-7-(5,6,7,8-tetrahydro-naphthalen-1-yloxy)-[1,2,4]triazolo[1,5-a]pyridin-5-ylamine). As a reaction SMILES: Br[C:2]1[CH:7]=[C:6]([NH2:8])[N:5]2[N:9]=[C:10]([C:12]3[O:13][CH:14]=[CH:15][CH:16]=3)[N:11]=[C:4]2[CH:3]=1.[C:17]1([OH:27])[C:26]2[CH2:25][CH2:24][CH2:23][CH2:22][C:21]=2[CH:20]=[CH:19][CH:18]=1>CN1CCCC1=O>[O:13]1[CH:14]=[CH:15][CH:16]=[C:12]1[C:10]1[N:11]=[C:4]2[CH:3]=[C:2]([O:27][C:17]3[C:26]4[CH2:25][CH2:24][CH2:23][CH2:22][C:21]=4[CH:20]=[CH:19][CH:18]=3)[CH:7]=[C:6]([NH2:8])[N:5]2[N:9]=1. Procedure: A mixture of 1 eq. 7-bromo-2-furan-2-yl-[1,2,4]triazolo[1,5-a]pyridin-5-ylamine, 5 eq. 5,6,7,8-tetrahydro-naphthalen-1-ol and a catalytic amount of CS2CO3 in 200 μl N-methyl-pyrrolidon was heated for 2 h to 160°. The mixture was, after filtration, purified with reversed phase column chromatography eluting with an acetonitrile/water gradient yielding the title compound, MS m/e (%): 346 M+H+ (100%). Starting materials: O=C([O-])O, CO, Cl, N#CC(CCOC1CCCCO1)(CN=[N+]=[N-])c1ccccn1, [Na+]. The product is N#CC(CCO)(CN=[N+]=[N-])c1ccccn1. RXN SMILES: [C:23](=[O:24])([O-:25])[OH:26].[CH3:28][OH:29].[ClH:30].[N:1](=[N+:2]=[N-:3])[CH2:4][C:5]([C:6]#[N:7])([CH2:8][CH2:9][O:10][CH:11]1[CH2:12][CH2:13][CH2:14][CH2:15][O:16]1)[c:17]1[n:18][cH:19][cH:20][cH:21][cH:22]1.[Na+:27]>>[N:1](=[N+:2]=[N-:3])[CH2:4][C:5]([C:6]#[N:7])([CH2:8][CH2:9][OH:10])[c:17]1[n:18][cH:19][cH:20][cH:21][cH:22]1. The reactants are Cl.O1C(COC2=C1C=CC=C2)CC=2NC1=C(N2)C=CC=C1 (2-(1,4-benzodioxan-2-ylmethyl)benzimidazole hydrochloride), C([O-])([O-])=O.[K+].[K+] (potassium carbonate). Solvent: CCOCC (ether). Yields the product O1C(COC2=C1C=CC=C2)CC=2NC1=C(N2)C=CC=C1 (2-(1,4-benzodioxan-2-ylmethyl)benzimidazole). RXN SMILES: Cl.[O:2]1[C:7]2[CH:8]=[CH:9][CH:10]=[CH:11][C:6]=2[O:5][CH2:4][CH:3]1[CH2:12][C:13]1[NH:14][C:15]2[CH:21]=[CH:20][CH:19]=[CH:18][C:16]=2[N:17]=1.C(=O)([O-])[O-].[K+].[K+]>CCOCC>[O:2]1[C:7]2[CH:8]=[CH:9][CH:10]=[CH:11][C:6]=2[O:5][CH2:4][CH:3]1[CH2:12][C:13]1[NH:17][C:16]2[CH:18]=[CH:19][CH:20]=[CH:21][C:15]=2[N:14]=1 |f:0.1,2.3.4|. Procedure: 2-(1,4-benzodioxan-2-ylmethyl)benzimidazole hydrochloride (1.0 g) suspended in 50 ml of ether is stirred with excess dilute aqueous potassium carbonate solution until the salt is completely dissolved. The organic layer is then separated, washed twice with water, dried over magnesium sulfate and evaporated to yield 2-(1,4-benzodioxan-2-ylmethyl)benzimidazole. The reactants are O=C1C(Cc2ncccc2Br)c2ccccc2C12COc1cc3c(cc12)OCCO3, CN1CCCC1=O, N#C[Na], Cl[Ni]Cl, O, O, O, O, O, O, O. The product is N#Cc1cccnc1CC1C(=O)C2(COc3cc4c(cc32)OCCO4)c2ccccc21. RXN SMILES: [Br:1][c:2]1[c:3]([CH2:8][CH:9]2[C:10](=[O:30])[C:11]3([CH2:12][O:13][c:14]4[cH:15][c:16]5[c:17]([cH:22][c:23]43)[O:18][CH2:19][CH2:20][O:21]5)[c:24]3[cH:25][cH:26][cH:27][cH:28][c:29]32)[n:4][cH:5][cH:6][cH:7]1.[CH3:35][N:36]1[CH2:37][CH2:38][CH2:39][C:40]1=[O:41].[Na:31][C:32]#[N:33].[Ni:48]([Cl:49])[Cl:50].[OH2:34].[OH2:42].[OH2:43].[OH2:44].[OH2:45].[OH2:46].[OH2:47]>>[c:2]1([C:32]#[N:33])[c:3]([CH2:8][CH:9]2[C:10](=[O:30])[C:11]3([CH2:12][O:13][c:14]4[cH:15][c:16]5[c:17]([cH:22][c:23]43)[O:18][CH2:19][CH2:20][O:21]5)[c:24]3[cH:25][cH:26][cH:27][cH:28][c:29]32)[n:4][cH:5][cH:6][cH:7]1. The reactants are ClC1=NC(=NC(=C1)OC(C(F)(F)F)C1=CC(=C(C=C1)F)F)N (4-Chloro-6-(1-(3,4-difluorophenyl)-2,2,2-trifluoroethoxy)pyrimidin-2-amine), L-p-boronophenylalanine, C(=O)([O-])[O-].[Na+].[Na+] (Na2CO3), CC#N (MeCN). Reagents/catalysts: Cl[Pd]([P](C1=CC=CC=C1)(C2=CC=CC=C2)C3=CC=CC=C3)([P](C4=CC=CC=C4)(C5=CC=CC=C5)C6=CC=CC=C6)Cl (Pd(PPh3)2Cl2). Run in O (water). Yields the product N[C@H](C(=O)O)CC1=CC=C(C=C1)C1=NC(=NC(=C1)OC(C(F)(F)F)C1=CC(=C(C=C1)F)F)N ((2S)-2-Amino-3-(4-(2-amino-6-(1-(3,4-difluorophenyl)-2,2,2-trifluoroethoxy)pyrimidin-4-yl)phenyl)propanoic acid). Reaction SMILES: Cl[C:2]1[CH:7]=[C:6]([O:8][CH:9]([C:14]2[CH:19]=[CH:18][C:17]([F:20])=[C:16]([F:21])[CH:15]=2)[C:10]([F:13])([F:12])[F:11])[N:5]=[C:4]([NH2:22])[N:3]=1.[C:23]([O-:26])([O-])=[O:24].[Na+].[Na+].[CH3:29][C:30]#[N:31]>Cl[Pd](Cl)([P](C1C=CC=CC=1)(C1C=CC=CC=1)C1C=CC=CC=1)[P](C1C=CC=CC=1)(C1C=CC=CC=1)C1C=CC=CC=1.O>[NH2:31][C@@H:30]([CH2:29][C:14]1[CH:19]=[CH:18][C:17]([C:2]2[CH:7]=[C:6]([O:8][CH:9]([C:14]3[CH:19]=[CH:18][C:17]([F:20])=[C:16]([F:21])[CH:15]=3)[C:10]([F:13])([F:12])[F:11])[N:5]=[C:4]([NH2:22])[N:3]=2)=[CH:16][CH:15]=1)[C:23]([OH:26])=[O:24] |f:1.2.3,^1:34,53|. Procedure details: 4-Chloro-6-(1-(3,4-difluorophenyl)-2,2,2-trifluoroethoxy)pyrimidin-2-amine (0.14 g, 0.421 mmol), L-p-boronophenylalanine (110 mg, 0.505 mmol), Pd(PPh3)2Cl2 (18 mg, 0.025 mmol), Na2CO3 (98 mg, 0.926 mmol), MeCN (2.5 ml) and water (2.5 ml) were heated at 150° C. for 5 minutes in a microwave. The mixture was concentrated and purified via prep HPLC to give 74 mg of the title compound. M+1=469; 1H NMR (CD3OD) δ 7.83 (d, 2H), 7.47 (m, 1H), 7.38 (m, 4H), 7.28 (m, 1H), 4.21 (t, 1H), 3.29 (m, 1H), 3.15 (...